Dataset: the Open Reaction Database (ORD), a public repository of structured organic reaction records. Task: describe an organic reaction: reactants, conditions, products, and yield Reactants: CC(S)CS, C1CCCCC1, CC(C)=CCCC(C)=CC=O, Cc1ccc(S(=O)(=O)O)cc1. Yields the product CC(C)=CCCC(C)=CC1SCC(C)S1. Reaction SMILES: [CH2:12]([CH:13]([CH3:14])[SH:15])[SH:16].[CH2:28]1[CH2:29][CH2:30][CH2:31][CH2:32][CH2:33]1.[CH3:17][C:18]([CH3:19])=[CH:20][CH2:21][CH2:22][C:23]([CH3:24])=[CH:25][CH:26]=[O:27].[c:1]1([CH3:2])[cH:3][cH:4][c:5]([S:6]([OH:7])(=[O:8])=[O:9])[cH:10][cH:11]1>>[CH2:12]1[CH:13]([CH3:14])[S:15][CH:26]([CH:25]=[C:23]([CH2:22][CH2:21][CH:20]=[C:18]([CH3:17])[CH3:19])[CH3:24])[S:16]1.